Dataset: the Open Reaction Database (ORD), a public repository of structured organic reaction records. Task: describe an organic reaction: reactants, conditions, products, and yield Reactants: C(CC(O)(C(=O)O)CC(=O)O)(=O)O (citric acid), C(C)(C)(C)OC(=O)N[C@H]([C@@H](CCl)O)CC1=CC=CC=C1 ((2S,3S)-3-tert-butoxycarbonylamino-1-chloro-2-hydroxy-4-phenylbutane), C([O-])([O-])=O.[K+].[K+] (potassium carbonate), solution. Solvent: C(C)O.O (ethanol water). Reaction conditions: temperature 33 celsius, time 7 hour. Product: C(C)(C)(C)OC(=O)N[C@H]([C@H]1CO1)CC1=CC=CC=C1 ((2S,3S)-3-tert-butoxycarbonylamino-1,2-epoxy-4-phenylbutane). Yield: 94.5%. As a reaction SMILES: [C:1]([O:5][C:6]([NH:8][C@@H:9]([CH2:14][C:15]1[CH:20]=[CH:19][CH:18]=[CH:17][CH:16]=1)[C@H:10]([OH:13])[CH2:11]Cl)=[O:7])([CH3:4])([CH3:3])[CH3:2].C(=O)([O-])[O-].[K+].[K+].C(O)(=O)CC(CC(O)=O)(C(O)=O)O>C(O)C.O>[C:1]([O:5][C:6]([NH:8][C@@H:9]([CH2:14][C:15]1[CH:20]=[CH:19][CH:18]=[CH:17][CH:16]=1)[C@@H:10]1[O:13][CH2:11]1)=[O:7])([CH3:4])([CH3:3])[CH3:2] |f:1.2.3,5.6|. Reported procedure: (2S,3S)-3-tert-butoxycarbonylamino-1-chloro-2-hydroxy-4-phenylbutane (5.29 g) and potassium carbonate (4.88 g) were added to an ethanol:water (97:3) mixed solution (106 ml). The mixture was stirred at 33° C. for 7 hours, and a 10% citric acid aqueous solution (67.8 g) was added thereto. After ethanol was distilled off under reduced pressure, toluene (93 ml) was added to conduct extraction. Further, the organic layer was washed with water (93 ml), and then concentrated. To the residue was added a... Starting materials: O=C(n1ccnc1)n1ccnc1, CN(C)C=O, CN1CCN(c2cccc3c2CC(N)CO3)CC1, O=C(O)c1ccc[nH]1. The product is CN1CCN(c2cccc3c2CC(NC(=O)c2ccc[nH]2)CO3)CC1. As a reaction SMILES: [C:1]([n:2]1[cH:3][cH:4][n:5][cH:6]1)([n:7]1[cH:8][cH:9][n:10][cH:11]1)=[O:12].[CH3:39][N:40]([CH3:41])[CH:42]=[O:43].[NH2:21][CH:22]1[CH2:23][O:24][c:25]2[c:26]([c:28]([N:32]3[CH2:33][CH2:34][N:35]([CH3:38])[CH2:36][CH2:37]3)[cH:29][cH:30][cH:31]2)[CH2:27]1.[OH:13][C:14](=[O:15])[c:16]1[cH:17][cH:18][cH:19][nH:20]1>>[C:14](=[O:15])([c:16]1[cH:17][cH:18][cH:19][nH:20]1)[NH:21][CH:22]1[CH2:23][O:24][c:25]2[c:26]([c:28]([N:32]3[CH2:33][CH2:34][N:35]([CH3:38])[CH2:36][CH2:37]3)[cH:29][cH:30][cH:31]2)[CH2:27]1. Starting materials: FC1=C(C=CC(=C1)F)O (2,4-difluorophenol), C1=CC=C(C=C1)P(C2=CC=CC=C2)C3=CC=CC=C3 (PPh3), OC1CCN(CC1)C(=O)OC(C)(C)C (tert-butyl 4-hydroxypiperidine-1-carboxylate), CCOC(=O)/N=N/C(=O)OCC (DEAD). Run in C1CCOC1 (THF), O (water). Run at temperature 40 celsius, time 16 hour. The product is FC1=C(OC2CCN(CC2)C(=O)OC(C)(C)C)C=CC(=C1)F (tert-butyl 4-(2,4-difluorophenoxyl)piperidine-1-carboxylate). The yield is 82.9%. As a reaction SMILES: [F:1][C:2]1[CH:7]=[C:6]([F:8])[CH:5]=[CH:4][C:3]=1[OH:9].C1C=CC(P(C2C=CC=CC=2)C2C=CC=CC=2)=CC=1.O[CH:30]1[CH2:35][CH2:34][N:33]([C:36]([O:38][C:39]([CH3:42])([CH3:41])[CH3:40])=[O:37])[CH2:32][CH2:31]1.CCOC(/N=N/C(OCC)=O)=O>C1COCC1.O>[F:1][C:2]1[CH:7]=[C:6]([F:8])[CH:5]=[CH:4][C:3]=1[O:9][CH:30]1[CH2:35][CH2:34][N:33]([C:36]([O:38][C:39]([CH3:42])([CH3:41])[CH3:40])=[O:37])[CH2:32][CH2:31]1. Reported procedure: To a solution of 2,4-difluorophenol (10 g, 77 mmol), PPh3 (30.2 g, 115 mmol) and tert-butyl 4-hydroxypiperidine-1-carboxylate (30.9 g, 154 mmol) in THF (400 mL) was added DEAD (18.3 mL, 115 mmol) at 0° C. dropwise. After the addition was completed, the resulting mixture was allowed to stir at 40° C. for 16 h. The mixture was poured into water and extracted with EtOAc (3×400 mL). The combined organic layers were dried over Na2SO4, filtered and concentrated to give the crude product. Purification ...